From a dataset of the Open Reaction Database (ORD), a public repository of structured organic reaction records. describe an organic reaction: reactants, conditions, products, and yield Reactants: Cl.ClC(CNCCOC1=C(C=CC=C1)OC)C=1C=CC(=C(C1)S(=O)(=O)N)C (5-{1-chloro-2-[2-(2-methoxyphenoxy)ethylamino]ethyl}-2-methylbenzenesulfonamide hydrochloride), C([O-])([O-])=O.[Na+].[Na+] (sodium carbonate). Run in C(C)(=O)OCC (ethyl acetate). The product is COC1=C(OCCN2C(C2)C=2C=CC(=C(C2)S(=O)(=O)N)C)C=CC=C1 (5-{1-[2-(2-methoxyphenoxy)ethyl]aziridin-2-yl}-2-methylbenzenesulfonamide). Yield: 88.3%. As a reaction SMILES: Cl.Cl[CH:3]([C:17]1[CH:18]=[CH:19][C:20]([CH3:27])=[C:21]([S:23]([NH2:26])(=[O:25])=[O:24])[CH:22]=1)[CH2:4][NH:5][CH2:6][CH2:7][O:8][C:9]1[CH:14]=[CH:13][CH:12]=[CH:11][C:10]=1[O:15][CH3:16].C(=O)([O-])[O-].[Na+].[Na+]>C(OCC)(=O)C>[CH3:16][O:15][C:10]1[CH:11]=[CH:12][CH:13]=[CH:14][C:9]=1[O:8][CH2:7][CH2:6][N:5]1[CH2:4][CH:3]1[C:17]1[CH:18]=[CH:19][C:20]([CH3:27])=[C:21]([S:23]([NH2:26])(=[O:25])=[O:24])[CH:22]=1 |f:0.1,2.3.4|. Procedure details: In 50 ml of ethyl acetate was suspended 4.35 g (0.01 mole) of 5-{1-chloro-2-[2-(2-methoxyphenoxy)ethylamino]ethyl}-2-methylbenzenesulfonamide hydrochloride and then 50 ml of an aqueous 10% sodium carbonate solution was added to the suspension with stirring. After further stirring overnight vigorously, the reaction mixture was recovered by decantation. After removing inorganic matter by passing the ethyl acetate layer thus recovered through a silica gel column (50 ml of silica gel), the reaction ... Run at time 48 hour. Yield: 99.3%. Solvent: CN(C=O)C (N,N-dimethylformamide), O (water), CCCCCC (hexane), C(C)(=O)OCC (ethyl acetate). The product is OC(CN=[N+]=[N-])CCCC (2-Hydroxyhexylazide). As a reaction SMILES: [O:1]1[CH:4]([CH2:5][CH2:6][CH3:7])[CH:2]1[CH3:3].[N-:8]=[N+:9]=[N-:10].[Li+].CCOCC.ClCCl>CN(C)C=O.C(OCC)(=O)C.CCCCCC.O>[OH:1][CH:2]([CH2:4][CH2:5][CH2:6][CH3:7])[CH2:3][N:8]=[N+:9]=[N-:10] |f:1.2|. The reactants are O1C(C)C1CCC (2,3-epoxyhexane), [N-]=[N+]=[N-].[Li+] (lithium azide), CCOCC (ether), ClCCl (dichloromethane). Procedure details: To a solution of 2,3-epoxyhexane 33 (4.155 g, 41.48 mmol) in N,N-dimethylformamide (DMF) was added lithium azide (3.8 g, 77.6 mmol) and the resulting mixture was stirred for 48 hours. The reaction mixture was poured into a solvent mixture of ether, dichloromethane and water, and stirred for a few minutes. The organic layer was separated from the aqueous layer and then the aqueous phase was extracted three times with ether-dichloromethane mixture. The combined organic extracts were washed with sa...